Dataset: the Open Reaction Database (ORD), a public repository of structured organic reaction records. Task: describe an organic reaction: reactants, conditions, products, and yield The product is Cc1nc(-c2ccc(C(F)(F)F)nc2)sc1COc1ccc(C#N)c(Cl)c1. As a reaction SMILES: [CH2:55]([O:56][CH2:57][CH3:58])[CH3:59].[CH3:1][c:2]1[n:3][c:4](-[c:9]2[cH:10][n:11][c:12]([C:15]([F:16])([F:17])[F:18])[cH:13][cH:14]2)[s:5][c:6]1[CH2:7][OH:8].[Cl:19][c:20]1[c:21]([C:22]#[N:23])[cH:24][cH:25][c:26]([OH:28])[cH:27]1.[O:50]1[CH2:51][CH2:52][CH2:53][CH2:54]1.[OH:48][OH:49].[c:29]1([P:30]([c:31]2[cH:32][cH:33][cH:34][cH:35][cH:36]2)[c:37]2[cH:38][cH:39][cH:40][cH:41][cH:42]2)[cH:43][cH:44][cH:45][cH:46][cH:47]1>>[CH3:1][c:2]1[n:3][c:4](-[c:9]2[cH:10][n:11][c:12]([C:15]([F:16])([F:17])[F:18])[cH:13][cH:14]2)[s:5][c:6]1[CH2:7][O:8][c:26]1[cH:25][cH:24][c:21]([C:22]#[N:23])[c:20]([Cl:19])[cH:27]1. Starting materials: CCOCC, Cc1nc(-c2ccc(C(F)(F)F)nc2)sc1CO, N#Cc1ccc(O)cc1Cl, C1CCOC1, OO, c1ccc(P(c2ccccc2)c2ccccc2)cc1. Reactants: C(#N)C=1C=CC2=C([C@H]([C@@H](C(O2)(C)C)O)N2C(C=C(C2)OC)=O)C1 (6-cyano-3,4-dihydro-2,2-dimethyl-trans-3-hydroxy-4-(4-methoxy-2-oxo-3-pyrrolin-1-yl)-2H-1-benzopyran), C(C1=CC=CC=C1)O (benzyl alcohol), CS(=O)(=O)O (methanesulfonic acid). The solvent is C(C)OCC (diethylether). Conditions: temperature 80 celsius. The product is C(#N)C=1C=CC2=C([C@H]([C@@H](C(O2)(C)C)O)N2C(C=C(C2)OCC2=CC=CC=C2)=O)C1 (6-cyano-3,4-dihydro-2,2-dimethyl-trans-3-hydroxy-4-(4-benzyloxy-2-oxo-3-pyrrolin-1-yl)-2H-1-benzopyran). RXN SMILES: [C:1]([C:3]1[CH:4]=[CH:5][C:6]2[O:11][C:10]([CH3:13])([CH3:12])[C@@H:9]([OH:14])[C@H:8]([N:15]3[CH2:19][C:18]([O:20][CH3:21])=[CH:17][C:16]3=[O:22])[C:7]=2[CH:23]=1)#[N:2].C(O)[C:25]1[CH:30]=[CH:29][CH:28]=[CH:27][CH:26]=1.CS(O)(=O)=O>C(OCC)C>[C:1]([C:3]1[CH:4]=[CH:5][C:6]2[O:11][C:10]([CH3:13])([CH3:12])[C@@H:9]([OH:14])[C@H:8]([N:15]3[CH2:19][C:18]([O:20][CH2:21][C:25]4[CH:30]=[CH:29][CH:28]=[CH:27][CH:26]=4)=[CH:17][C:16]3=[O:22])[C:7]=2[CH:23]=1)#[N:2]. Procedure details: A mixture of 6-cyano-3,4-dihydro-2,2-dimethyl-trans-3-hydroxy-4-(4-methoxy-2-oxo-3-pyrrolin-1-yl)-2H-1-benzopyran (0.7 g), benzyl alcohol (0.92 ml) and methanesulfonic acid (0.01 g) was heated at 80° C. for 3 hours under reduced pressure (40 mbars). After cooling the residue was stirred with diethylether, and the insoluble product filtered off and washed twice with diethylether, to give 6-cyano-3,4-dihydro-2,2-dimethyl-trans-3-hydroxy-4-(4-benzyloxy-2-oxo-3-pyrrolin-1-yl)-2H-1-benzopyran, m.p. 2... Reactants: COC(=NC#N)c1cnc2ccccc2c1, CCOCC, CO, NCCc1ccccc1. The product is N#CNC(=NCCc1ccccc1)c1cnc2ccccc2c1. RXN SMILES: [C:1](#[N:2])[N:3]=[C:4]([O:5][CH3:6])[c:7]1[cH:8][n:9][c:10]2[cH:11][cH:12][cH:13][cH:14][c:15]2[cH:16]1.[CH3:26][CH2:27][O:28][CH2:29][CH3:30].[CH3:31][OH:32].[NH2:17][CH2:18][CH2:19][c:20]1[cH:21][cH:22][cH:23][cH:24][cH:25]1>>[C:1](#[N:2])[NH:3][C:4]([c:7]1[cH:8][n:9][c:10]2[cH:11][cH:12][cH:13][cH:14][c:15]2[cH:16]1)=[N:17][CH2:18][CH2:19][c:20]1[cH:21][cH:22][cH:23][cH:24][cH:25]1. The reactants are ClC1=CC(=C(C=C1)C1=NC2=C(N1CC1CCCCC1)C=C(C(=C2)F)F)OC (2-(4-chloro-2-methoxy-phenyl)-1-cyclohexylmethyl-5,6-difluoro-1H-benzoimidazole), B(Br)(Br)Br (boron tri bromide). Solvent: ClCCl (dichloromethane). Reaction conditions: time 16 hour. Product: ClC=1C=CC(=C(C1)O)C1=NC2=C(N1CC1CCCCC1)C=C(C(=C2)F)F (5-Chloro-2-(1-cyclohexylmethyl-5,6-difluoro-1H-benzoimidazol-2-yl)-phenol). The yield is 62.0%. RXN SMILES: [Cl:1][C:2]1[CH:7]=[CH:6][C:5]([C:8]2[N:12]([CH2:13][CH:14]3[CH2:19][CH2:18][CH2:17][CH2:16][CH2:15]3)[C:11]3[CH:20]=[C:21]([F:25])[C:22]([F:24])=[CH:23][C:10]=3[N:9]=2)=[C:4]([O:26]C)[CH:3]=1.B(Br)(Br)Br>ClCCl>[Cl:1][C:2]1[CH:7]=[CH:6][C:5]([C:8]2[N:12]([CH2:13][CH:14]3[CH2:15][CH2:16][CH2:17][CH2:18][CH2:19]3)[C:11]3[CH:20]=[C:21]([F:25])[C:22]([F:24])=[CH:23][C:10]=3[N:9]=2)=[C:4]([OH:26])[CH:3]=1. Procedure: To a stirred solution of 2-(4-chloro-2-methoxy-phenyl)-1-cyclohexylmethyl-5,6-difluoro-1H-benzoimidazole (1.95 g, 5 mmol) in dichloromethane (40 ml) was added boron tri bromide (1M solution in dichloromethane; 21 ml, 21 mmol) at 25° C., and the resulting mixture was allowed to stir for 16 h at the same temperature. The reaction mixture was then quenched with saturated aqueous solution of sodium bicarbonate solution and further diluted with dichloromethane (30 ml). The organic layer was washed wi... The reactants are ClC1=NC=NC(=C1C(=O)NC1=CC(=CC(=C1)OC)F)Cl (4,6-Dichloro-N-(3-fluoro-5-methoxyphenyl)pyrimidine-5-carboxamide), N (Ammonia). Solvent: O1CCOCC1 (dioxane). Run at temperature 0 celsius, time 8 hour. The product is NC1=NC=NC(=C1C(=O)NC1=CC(=CC(=C1)OC)F)Cl (4-Amino-6-chloro-N-(3-fluoro-5-methoxyphenyl)pyrimidine-5-carboxamide). As a reaction SMILES: [Cl:1][C:2]1[C:7]([C:8]([NH:10][C:11]2[CH:16]=[C:15]([O:17][CH3:18])[CH:14]=[C:13]([F:19])[CH:12]=2)=[O:9])=[C:6](Cl)[N:5]=[CH:4][N:3]=1.[NH3:21]>O1CCOCC1>[NH2:21][C:6]1[C:7]([C:8]([NH:10][C:11]2[CH:16]=[C:15]([O:17][CH3:18])[CH:14]=[C:13]([F:19])[CH:12]=2)=[O:9])=[C:2]([Cl:1])[N:3]=[CH:4][N:5]=1. Reported procedure: 4,6-Dichloro-N-(3-fluoro-5-methoxyphenyl)pyrimidine-5-carboxamide (800 mg, 1.42 mmol) was dissolved in dioxane (5 ml) and cooled in an ice bath. Ammonia solution (1 ml, 7N in MeOH) was added dropwise and the mixture was stirred at 0° C. for 6 h and overnight at room temperature. After evaporation of the solvent under reduced pressure, the residue (458 mg, 100%) was used in the next synthetic step without further purification. Reactants: BrB(Br)Br, CCOC(=O)CCN(CCc1ccccc1)S(=O)(=O)c1cccc(OC)c1, ClCCl. The product is CCOC(=O)CCN(CCc1ccccc1)S(=O)(=O)c1cccc(O)c1. RXN SMILES: [B:1]([Br:2])([Br:3])[Br:4].[CH3:5][O:6][c:7]1[cH:8][c:9]([S:13](=[O:14])(=[O:15])[N:16]([CH2:17][CH2:18][C:19](=[O:20])[O:21][CH2:22][CH3:23])[CH2:24][CH2:25][c:26]2[cH:27][cH:28][cH:29][cH:30][cH:31]2)[cH:10][cH:11][cH:12]1.[Cl:32][CH2:33][Cl:34]>>[OH:6][c:7]1[cH:8][c:9]([S:13](=[O:14])(=[O:15])[N:16]([CH2:17][CH2:18][C:19](=[O:20])[O:21][CH2:22][CH3:23])[CH2:24][CH2:25][c:26]2[cH:27][cH:28][cH:29][cH:30][cH:31]2)[cH:10][cH:11][cH:12]1. Reactants: C(C)(=O)O[C@@H]1[C@]2(C)[C@@H](C[C@H]1CCC)[C@@H]1CCC=3CC(CCC3C1=CC2)=O (17β-acetoxy-16α-propyl-5(10),9(11)-estradien-3-one), ClC1=C(C(C(=C(C1=O)C#N)C#N)=O)Cl (dichlorodicyano-p-benzoquinone). The solvent is C(Cl)Cl (methylene chloride). Yields the product C(C)(=O)O[C@@H]1[C@]2(C)[C@@H](C[C@H]1CCC)[C@@H]1CCC3=CC(CCC3=C1C=C2)=O (17β-acetoxy-16α-propyl-4,9,11-estratrien-3-one). Yield: 93.9%. As a reaction SMILES: [C:1]([O:4][C@H:5]1[C@H:10]([CH2:11][CH2:12][CH3:13])[CH2:9][C@H:8]2[C@H:14]3[C:23](=[CH:24][CH2:25][C@:6]12[CH3:7])[C:22]1[CH2:21][CH2:20][C:19](=[O:26])[CH2:18][C:17]=1[CH2:16][CH2:15]3)(=[O:3])[CH3:2].ClC1C(=O)C(C#N)=C(C#N)C(=O)C=1Cl>C(Cl)Cl>[C:1]([O:4][C@H:5]1[C@H:10]([CH2:11][CH2:12][CH3:13])[CH2:9][C@H:8]2[C@H:14]3[C:23]([CH:24]=[CH:25][C@:6]12[CH3:7])=[C:22]1[C:17](=[CH:18][C:19](=[O:26])[CH2:20][CH2:21]1)[CH2:16][CH2:15]3)(=[O:3])[CH3:2]. Procedure: A solution of 1.5 g of 17β-acetoxy-16α-propyl-5(10),9(11)-estradien-3-one in 100 ml of methylene chloride is dehydrogenated with 1.8 g of dichlorodicyano-p-benzoquinone under the conditions of Example 1. After crystallization from diisopropyl ether, 1.4 g of 17β-acetoxy-16α-propyl-4,9,11-estratrien-3-one is obtained, m.p. 108°-109° C.